From a dataset of the Open Reaction Database (ORD), a public repository of structured organic reaction records. describe an organic reaction: reactants, conditions, products, and yield The reactants are Cl, C1COCCO1, CC(C)(C)OC(=O)N1CC2C(C1)C2Nc1ccc2ccccc2n1. Yields the product c1ccc2nc(NC3C4CNCC43)ccc2c1. Reaction SMILES: [ClH:25].[O:26]1[CH2:27][CH2:28][O:29][CH2:30][CH2:31]1.[n:1]1[c:2]([NH:11][CH:12]2[CH:13]3[CH2:14][N:15]([C:18]([O:19][C:20]([CH3:21])([CH3:22])[CH3:23])=[O:24])[CH2:16][CH:17]23)[cH:3][cH:4][c:5]2[cH:6][cH:7][cH:8][cH:9][c:10]12>>[n:1]1[c:2]([NH:11][CH:12]2[CH:13]3[CH2:14][NH:15][CH2:16][CH:17]23)[cH:3][cH:4][c:5]2[cH:6][cH:7][cH:8][cH:9][c:10]12. Reactants: CC(C)(C)c1cc(NC(=O)Oc2ccccc2)no1, COc1cc2ncnc(Oc3cccc(N)c3)c2cc1O, CN(C)C=O. The product is COc1cc2ncnc(Oc3cccc(NC(=O)Nc4cc(C(C)(C)C)on4)c3)c2cc1O. Reaction SMILES: [C:22]([CH3:23])([CH3:24])([CH3:25])[c:26]1[cH:27][c:28]([NH:31][C:32]([O:33][c:35]2[cH:36][cH:37][cH:38][cH:39][cH:40]2)=[O:34])[n:29][o:30]1.[NH2:1][c:2]1[cH:3][c:4]([O:5][c:6]2[n:7][cH:8][n:9][c:10]3[cH:11][c:12]([O:17][CH3:18])[c:13]([OH:16])[cH:14][c:15]23)[cH:19][cH:20][cH:21]1.[O:41]=[CH:42][N:43]([CH3:44])[CH3:45]>>[NH:1]([c:2]1[cH:3][c:4]([O:5][c:6]2[n:7][cH:8][n:9][c:10]3[cH:11][c:12]([O:17][CH3:18])[c:13]([OH:16])[cH:14][c:15]23)[cH:19][cH:20][cH:21]1)[C:32]([NH:31][c:28]1[cH:27][c:26]([C:22]([CH3:23])([CH3:24])[CH3:25])[o:30][n:29]1)=[O:33]. The reactants are ClC1=NN=C(C2=CC(=CC=C12)O)C (1-chloro-6-hydroxy-4-methylphthalazine), C(C#C)Br (propargyl bromide), C(=O)([O-])[O-].[K+].[K+] (K2CO3), CC(=O)C (acetone). The solvent is C1(=CC=CC=C1)C (toluene). Conditions: temperature 68 celsius, time 23 hour. Product: ClC1=NN=C(C2=CC(=CC=C12)OCC#C)C (1-Chloro-4-methyl-6-(prop-2-ynyloxy)phthalazine). Yield: 43.8%. RXN SMILES: [Cl:1][C:2]1[C:11]2[C:6](=[CH:7][C:8]([OH:12])=[CH:9][CH:10]=2)[C:5]([CH3:13])=[N:4][N:3]=1.[CH2:14](Br)[C:15]#[CH:16].C([O-])([O-])=O.[K+].[K+].CC(C)=O>C1(C)C=CC=CC=1>[Cl:1][C:2]1[C:11]2[C:6](=[CH:7][C:8]([O:12][CH2:16][C:15]#[CH:14])=[CH:9][CH:10]=2)[C:5]([CH3:13])=[N:4][N:3]=1 |f:2.3.4|. Procedure: The mixture of 1-chloro-6-hydroxy-4-methylphthalazine (8) (195 mg, 1.00 mmol), 80% propargyl bromide (1.30 mmol) in toluene (145 μL), K2CO3 (187 mg, 1.35 mmol), and acetone (8 mL) is stirred at 68° C. under argon for 23 h, and then cooled to room temperature. The mixture is concentrated, diluted with H2O (40 mL), and extracted with ethyl acetate (70 mL and 60 mL). The extract is washed (brine) and dried. After solvent removal at reduced pressure, the residue is purified on silica gel (33% to 56%... Reactants: SC1=NC2=C(N1)C=C1C(C(C(C1=C2)(C)C)=O)(C)C (5,7-dihydro-2-mercapto-5,5,7,7-tetramethylindeno[5,6-d]imidazol-6(lH)-one), Cl.ClCC1=NC=C(C(=C1)OC)C (2-chloromethyl-4-methoxy-5-methylpyridine hydrochloride), [OH-].[Na+] (sodium hydroxide). Solvent: alcohol, O (water). Product: COC1=CC(=NC=C1C)CSC1=NC2=C(N1)C=C1C(C(C(C1=C2)(C)C)=O)(C)C (5.7-dihydro-2-[[(4-methoxy-5-methyl-2-pyridyl)methyl]thio]-5,5,7,7-tetramethylindeno[5,6-d]imidazol-6(lH)-one). Reaction SMILES: [SH:1][C:2]1[NH:6][C:5]2[CH:7]=[C:8]3[C:12](=[CH:13][C:4]=2[N:3]=1)[C:11]([CH3:15])([CH3:14])[C:10](=[O:16])[C:9]3([CH3:18])[CH3:17].Cl.Cl[CH2:21][C:22]1[CH:27]=[C:26]([O:28][CH3:29])[C:25]([CH3:30])=[CH:24][N:23]=1.[OH-].[Na+]>O>[CH3:29][O:28][C:26]1[C:25]([CH3:30])=[CH:24][N:23]=[C:22]([CH2:21][S:1][C:2]2[NH:3][C:4]3[CH:13]=[C:12]4[C:8](=[CH:7][C:5]=3[N:6]=2)[C:9]([CH3:18])([CH3:17])[C:10](=[O:16])[C:11]4([CH3:14])[CH3:15])[CH:27]=1 |f:1.2,3.4|. Reported procedure: 7.8 g of 5,7-dihydro-2-mercapto-5,5,7,7-tetramethylindeno[5,6-d]imidazol-6(lH)-one were suspended in 200 ml of alcohol and the suspension was treated while cooling with ice with 6.3 g of 2-chloromethyl-4-methoxy-5-methylpyridine hydrochloride. Thereafter, 2.4 g of sodium hydroxide in 100 ml of water were added dropwise thereto, the mixture was left to boil at reflux overnight and subsequently evaporated to dryness in vacuo. The residue was dissolved in 500 ml of methylene chloride. The solution ... Product: OCCC1CCOCC1. Reactants: [Al+3], [H-], [H-], [H-], [H-], [Li+], C1CCOC1, CCOC(=O)CC1CCOCC1. As a reaction SMILES: [Al+3:2].[H-:1].[H-:4].[H-:5].[H-:6].[Li+:3].[O:19]1[CH2:20][CH2:21][CH2:22][CH2:23]1.[O:7]1[CH2:8][CH2:9][CH:10]([CH2:13][C:14](=[O:15])[O:16][CH2:17][CH3:18])[CH2:11][CH2:12]1>>[O:7]1[CH2:8][CH2:9][CH:10]([CH2:13][CH2:14][OH:15])[CH2:11][CH2:12]1. The product is C1(=CC=CC=C1)C(C(=O)N)(CCC(C)(C)N(C)CCC1=CC2=C(C=C1)OCO2)C2=CC=CC=C2 (2,2-diphenyl-5-[N-(3,4-methylenedioxyphenethyl)-N-methylamino]-5-methylhexanamide). Run in C(C)#N (acetonitrile). Reported procedure: A mixture containing 2,2-diphenyl-5-methyl-5-methylaminohexanamide (0.5 g-- see Preparation 13), 3,4-methylenedioxyphenethyl bromide (0.38 g), anhydrous potassium carbonate (0.8 g) and acetonitrile (10 ml) was heated under reflux for 5.5 hours. The mixture was partitioned between dichloromethane (30 ml) and 10% aqueous sodium carbonate (30 ml), the layers separated and the aqueous layer extracted with dichloromethane (3×20 ml). The combined dichloromethane extracts were dried (MgSO4) and concent... RXN SMILES: [C:1]1([C:7]([C:18]2[CH:23]=[CH:22][CH:21]=[CH:20][CH:19]=2)([CH2:11][CH2:12][C:13]([CH3:17])([NH:15][CH3:16])[CH3:14])[C:8]([NH2:10])=[O:9])[CH:6]=[CH:5][CH:4]=[CH:3][CH:2]=1.[CH2:24]1[O:35][C:34]2[CH:33]=[CH:32][C:28]([CH2:29][CH2:30]Br)=[CH:27][C:26]=2[O:25]1.C(=O)([O-])[O-].[K+].[K+]>C(#N)C>[C:1]1([C:7]([C:18]2[CH:23]=[CH:22][CH:21]=[CH:20][CH:19]=2)([CH2:11][CH2:12][C:13]([N:15]([CH2:30][CH2:29][C:28]2[CH:32]=[CH:33][C:34]3[O:35][CH2:24][O:25][C:26]=3[CH:27]=2)[CH3:16])([CH3:17])[CH3:14])[C:8]([NH2:10])=[O:9])[CH:2]=[CH:3][CH:4]=[CH:5][CH:6]=1 |f:2.3.4|. The reactants are C1(=CC=CC=C1)C(C(=O)N)(CCC(C)(NC)C)C1=CC=CC=C1 (2,2-diphenyl-5-methyl-5-methylaminohexanamide), C1OC=2C=C(CCBr)C=CC2O1 (3,4-methylenedioxyphenethyl bromide), C([O-])([O-])=O.[K+].[K+] (potassium carbonate).